This data is from the Open Reaction Database (ORD), a public repository of structured organic reaction records. The task is: describe an organic reaction: reactants, conditions, products, and yield Reactants: [NH4+].[OH-] (NH4OH), NC1=NC=C(C#N)C=C1 (6-aminonicotinonitrile), B.C1CCOC1 (BH3-THF), ice water. The solvent is Cl (HCl). Reaction conditions: time 1 hour. Yields the product NCC=1C=CC(=NC1)N (5-(aminomethyl)pyridin-2-amine). Yield: 83.1%. RXN SMILES: [NH2:1][C:2]1[CH:9]=[CH:8][C:5]([C:6]#[N:7])=[CH:4][N:3]=1.B.C1COCC1.[NH4+].[OH-]>Cl>[NH2:7][CH2:6][C:5]1[CH:8]=[CH:9][C:2]([NH2:1])=[N:3][CH:4]=1 |f:1.2,3.4|. Procedure: To a solution of 6-aminonicotinonitrile 117-A (5.0 g, 42 mmol) was added a solution of 1 M BH3-THF (294 mL, 294 mmol) at 0° C. (prepared as in J.Org. Chem., Vol. 38, No. 5, 1973). The reaction was stirred at room temperature for 1 hour. The reaction mixture was then slowly pored into ice water. 100 mL 4N HCl was added and stirred for 20 min. The solution was basified with NH4OH to pH of about 11, and then concentrated. THF (300mL×2) was added to the mixture followed by addition of solid KOH (exc... Starting materials: C(CC(O)(C(=O)O)CC(=O)O)(=O)O (citric acid), O.[OH-].[Li+] (Lithium hydroxide hydrate), CC([C@@H](C(=O)N[C@H](C)C1=CC=CC=C1)NC(=O)[C@@H]([C@@H](C(=O)OC)OCC)CCCC1=CC(=C(C=C1)OC1=CC=CC=C1)F)(C)C (methyl (2S,3R)-3-({[(1S)-2,2-dimethyl-1-({[(1R)-1-phenylethyl]amino}carbonyl)propyl]amino}carbonyl)-2-ethoxy-6-(3-fluoro-4-phenoxyphenyl)hexanoate), O (water). The solvent is CO (methanol). Yields the product CC([C@@H](C(=O)N[C@H](C)C1=CC=CC=C1)NC(=O)[C@@H]([C@@H](C(=O)O)OCC)CCCC1=CC(=C(C=C1)OC1=CC=CC=C1)F)(C)C ((2S,3R)-3-([(1S)-2,2-Dimethyl-1-([(1R)-1-phenylethyl]aminocarbonyl)propyl]aminocarbonyl)-2ethoxy-6-(3-fluoro-4-phenoxyphenyl)hexanoic acid). The yield is 18.1%. RXN SMILES: O.[OH-].[Li+].[CH3:4][C:5]([CH3:48])([CH3:47])[C@H:6]([NH:18][C:19]([C@H:21]([CH2:30][CH2:31][CH2:32][C:33]1[CH:38]=[CH:37][C:36]([O:39][C:40]2[CH:45]=[CH:44][CH:43]=[CH:42][CH:41]=2)=[C:35]([F:46])[CH:34]=1)[C@H:22]([O:27][CH2:28][CH3:29])[C:23]([O:25]C)=[O:24])=[O:20])[C:7]([NH:9][C@@H:10]([C:12]1[CH:17]=[CH:16][CH:15]=[CH:14][CH:13]=1)[CH3:11])=[O:8].O.C(O)(=O)CC(CC(O)=O)(C(O)=O)O>CO>[CH3:48][C:5]([CH3:4])([CH3:47])[C@H:6]([NH:18][C:19]([C@H:21]([CH2:30][CH2:31][CH2:32][C:33]1[CH:38]=[CH:37][C:36]([O:39][C:40]2[CH:41]=[CH:42][CH:43]=[CH:44][CH:45]=2)=[C:35]([F:46])[CH:34]=1)[C@H:22]([O:27][CH2:28][CH3:29])[C:23]([OH:25])=[O:24])=[O:20])[C:7]([NH:9][C@@H:10]([C:12]1[CH:13]=[CH:14][CH:15]=[CH:16][CH:17]=1)[CH3:11])=[O:8] |f:0.1.2|. Procedure details: Lithium hydroxide hydrate (116 mg, 2.83 mmol) was added to a solution of methyl (2S,3R)-3-({[(1S)-2,2-dimethyl-1-({[(1R)-1-phenylethyl]amino}carbonyl)propyl]amino}carbonyl)-2-ethoxy-6-(3-fluoro-4-phenoxyphenyl)hexanoate (368 mg, 0.566 mmol) in methanol:water=10:1 (5 mL) and the mixture was stirred at room temperature for 2 h. The solution was neutralised with 5% aqueous citric acid and concentrated under reduced pressure. The residue was partitioned between ethyl acetate (100 mL) and 5% aqueous ... The reactants are ClC1=C(C=C(C(=C1)CCC(C)=O)C#N)NC1=NN2C(C(=N1)N(CC1=CC=C(C=C1)OC)C1CC1)=NC=C2C#N (2-((2-chloro-5-cyano-4-(3-oxobutyl)phenyl)amino)-4-(cyclopropyl(4-methoxybenzyl)amino)imidazo[2,1-f][1,2,4]triazine-7-carbonitrile), N1CCOCC1 (morpholine), C(OC)(OC)OC (Trimethyl orthoformate), C(#N)[BH3-].[Na+] (sodium cyanoborohydride). The solvent is C1CCOC1 (THF), CCOC(=O)C (EtOAc), CO (MeOH). Reaction conditions: time 8 hour. Yields the product ClC1=C(C=C(C(=C1)CCC(C)N1CCOCC1)C#N)NC1=NN2C(C(=N1)NC1CC1)=NC=C2C#N (2-((2-chloro-5-cyano-4-(3-morpholinobutyl)phenyl)amino)-4-(cyclopropylamino)imidazo[2,1-f][1,2,4]triazine-7-carbonitrile). The yield is 42.9%. As a reaction SMILES: [Cl:1][C:2]1[CH:7]=[C:6]([CH2:8][CH2:9][C:10](=O)[CH3:11])[C:5]([C:13]#[N:14])=[CH:4][C:3]=1[NH:15][C:16]1[N:21]=[C:20]([N:22]([CH:32]2[CH2:34][CH2:33]2)CC2C=CC(OC)=CC=2)[C:19]2=[N:35][CH:36]=[C:37]([C:38]#[N:39])[N:18]2[N:17]=1.[NH:40]1[CH2:45][CH2:44][O:43][CH2:42][CH2:41]1.C(OC)(OC)OC.C([BH3-])#N.[Na+]>C1COCC1.CO.CCOC(C)=O>[Cl:1][C:2]1[CH:7]=[C:6]([CH2:8][CH2:9][CH:10]([N:40]2[CH2:45][CH2:44][O:43][CH2:42][CH2:41]2)[CH3:11])[C:5]([C:13]#[N:14])=[CH:4][C:3]=1[NH:15][C:16]1[N:21]=[C:20]([NH:22][CH:32]2[CH2:34][CH2:33]2)[C:19]2=[N:35][CH:36]=[C:37]([C:38]#[N:39])[N:18]2[N:17]=1 |f:3.4|. Reported procedure: 2-((2-chloro-5-cyano-4-(3-oxobutyl)phenyl)amino)-4-(cyclopropyl(4-methoxybenzyl)amino)imidazo[2,1-f][1,2,4]triazine-7-carbonitrile (38 mg, 0.070 mmol) and morpholine (9.2 mg, 0.10 mmol) was taken up in THF (0.2 mL) and MeOH (0.2 mL). Trimethyl orthoformate (0.078 mL, 0.070 mmol) and sodium cyanoborohydride (8.8 mg, 0.14 mmol) was then added. The reaction was stirred at room temperature overnight. The reaction was diluted with EtOAc and washed with aq. NaHCO3, then brine. The organic layer was dr...